From a dataset of the Open Reaction Database (ORD), a public repository of structured organic reaction records. describe an organic reaction: reactants, conditions, products, and yield Reactants: C(C)(C)(C)OC(=O)N1CCN(CC1)CCNC1=NC=C2C(=N1)NN=C2C2=NC(=NC=C2)S(=O)(=O)C (4-{2-[3-(2-methanesulfonyl-pyrimidin-4-yl)-1H-pyrazolo[3,4-d]pyrimidin-6-ylamino]-ethyl}-piperazine-1-carboxylic acid tert-butyl ester), ClC=1C=C(CN)C=CC1 (3-chlorobenzylamine). Run at temperature 130 celsius, time 3 hour. Yields the product C(C)(C)(C)OC(=O)N1CCN(CC1)CCNC1=NC=C2C(=N1)NN=C2C2=NC(=NC=C2)NCC2=CC(=CC=C2)Cl (4-(2-{3-[2-(3-chloro-benzylamino)-pyrimidin-4-yl]-1H-pyrazolo[3,4-d]pyrimidin-6-ylamino}-ethyl)-piperazine-1-carboxylic acid tert-butyl ester). RXN SMILES: [C:1]([O:5][C:6]([N:8]1[CH2:13][CH2:12][N:11]([CH2:14][CH2:15][NH:16][C:17]2[N:22]=[C:21]3[NH:23][N:24]=[C:25]([C:26]4[CH:31]=[CH:30][N:29]=[C:28](S(C)(=O)=O)[N:27]=4)[C:20]3=[CH:19][N:18]=2)[CH2:10][CH2:9]1)=[O:7])([CH3:4])([CH3:3])[CH3:2].[Cl:36][C:37]1[CH:38]=[C:39]([CH:42]=[CH:43][CH:44]=1)[CH2:40][NH2:41]>>[C:1]([O:5][C:6]([N:8]1[CH2:13][CH2:12][N:11]([CH2:14][CH2:15][NH:16][C:17]2[N:22]=[C:21]3[NH:23][N:24]=[C:25]([C:26]4[CH:31]=[CH:30][N:29]=[C:28]([NH:41][CH2:40][C:39]5[CH:42]=[CH:43][CH:44]=[C:37]([Cl:36])[CH:38]=5)[N:27]=4)[C:20]3=[CH:19][N:18]=2)[CH2:10][CH2:9]1)=[O:7])([CH3:4])([CH3:3])[CH3:2]. Reported procedure: The mixture of 4-{2-[3-(2-methanesulfonyl-pyrimidin-4-yl)-1H-pyrazolo[3,4-d]pyrimidin-6-ylamino]-ethyl}-piperazine-1-carboxylic acid tert-butyl ester (from Example 27 supra) (153 mg, 0.304 mmol) and 3-chlorobenzylamine (171 mg, 1.21 mmol) was heated at 130° C. with stirring for 3 hours. The resulting oil was purified by chromatography (silica gel, 7 g, 100-200 mesh, eluting with dichloromethane:methanol, 10:1) and further purified by prep-HPLC to afford 4-(2-{3-[2-(3-chloro-benzylamino)-pyrimidi... Reactants: C(C)OC(=O)C1=NN(C(=C1O)C1=CC=C(C=C1)Cl)C1=C(C=CC=C1)Cl (1-(2-chloro-phenyl)-5-(4-chloro-phenyl)-4-hydroxy-1H-pyrazole-3-carboxylic acid ethyl ester), FC(CNCCO)(C)F (2-(2,2-difluoro-propylamino)-ethanol). Run in C(C)(=O)OCC (ethyl acetate). Run at temperature 125 celsius. Yields the product FC(CN(C(=O)C1=NN(C(=C1O)C1=CC=C(C=C1)Cl)C1=C(C=CC=C1)Cl)CCO)(C)F (1-(2-Chloro-phenyl)-5-(4-chloro-phenyl)-4-hydroxy-1H-pyrazole-3-carboxylic acid (2,2-difluoro-propyl)-(2-hydroxy-ethyl)-amide). As a reaction SMILES: C(O[C:4]([C:6]1[C:10]([OH:11])=[C:9]([C:12]2[CH:17]=[CH:16][C:15]([Cl:18])=[CH:14][CH:13]=2)[N:8]([C:19]2[CH:24]=[CH:23][CH:22]=[CH:21][C:20]=2[Cl:25])[N:7]=1)=[O:5])C.[F:26][C:27]([F:34])([CH3:33])[CH2:28][NH:29][CH2:30][CH2:31][OH:32]>C(OCC)(=O)C>[F:26][C:27]([F:34])([CH3:33])[CH2:28][N:29]([CH2:30][CH2:31][OH:32])[C:4]([C:6]1[C:10]([OH:11])=[C:9]([C:12]2[CH:13]=[CH:14][C:15]([Cl:18])=[CH:16][CH:17]=2)[N:8]([C:19]2[CH:24]=[CH:23][CH:22]=[CH:21][C:20]=2[Cl:25])[N:7]=1)=[O:5]. Procedure: A stirred mixture of 1-(2-chloro-phenyl)-5-(4-chloro-phenyl)-4-hydroxy-1H-pyrazole-3-carboxylic acid ethyl ester I-3c (15 g, 40 mmol) and 2-(2,2-difluoro-propylamino)-ethanol (16.5 g, 120 mmol) were heated at 125° C. for 18 hours. The reaction solution was cooled, diluted into ethyl acetate, washed with 1 N aq. HCl, brine, dried (Na2SO4) and concentrated in vacuo. The resulting oil was chromatographed on silica gel (20% to 40% ethyl acetate/hexanes) to afford the title compound (I-3d) as an oil,... Reactants: ClC1=CC(=C(N=N1)NC)C1=CC=CC=C1 ((6-chloro-4-phenyl-pyridazin-3-yl)-methyl-amine), ClC1=CC(=C(N=N1)N(C(C1=CC(=CC(=C1)C(F)(F)F)S(=O)(=O)C)=O)C)C1=C(C=C(C=C1)F)OC (N-[6-Chloro-4-(4-fluoro-2-methoxy-phenyl)-pyridazin-3-yl]-3-methanesulfonyl-N-methyl-5-trifluoromethyl-benzamide), ClC1=CC(=C(N=N1)N(C(C1=CC(=CC(=C1)C(F)(F)F)S(=O)(=O)C)=O)C)C1=C(C=C(C=C1)F)OC (N-[6-Chloro-4-(4-fluoro-2-methoxy-phenyl)-pyridazin-3-yl]-3-methanesulfonyl-N-methyl-5-trifluoromethyl-benzamide). Solvent: CCCCCCC.C(C)(=O)OCC (n-heptane ethyl acetate). The product is ClC1=CC(=C(N=N1)N(C(C1=CC(=CC(=C1)C(F)(F)F)S(=O)(=O)C)=O)C)C1=CC=CC=C1 (N-(6-Chloro-4-phenyl-pyridazin-3-yl)-3-methanesulfonyl-N-methyl-5-trifluoromethyl-benzamide). The yield is 20.0%. Reaction SMILES: ClC1N=NC(NC)=C(C2C=CC=CC=2)C=1.[Cl:16][C:17]1[N:22]=[N:21][C:20]([N:23]([CH3:40])[C:24](=[O:39])[C:25]2[CH:30]=[C:29]([C:31]([F:34])([F:33])[F:32])[CH:28]=[C:27]([S:35]([CH3:38])(=[O:37])=[O:36])[CH:26]=2)=[C:19]([C:41]2[CH:46]=[CH:45][C:44](F)=[CH:43][C:42]=2OC)[CH:18]=1>CCCCCCC.C(OCC)(=O)C>[Cl:16][C:17]1[N:22]=[N:21][C:20]([N:23]([CH3:40])[C:24](=[O:39])[C:25]2[CH:30]=[C:29]([C:31]([F:34])([F:32])[F:33])[CH:28]=[C:27]([S:35]([CH3:38])(=[O:36])=[O:37])[CH:26]=2)=[C:19]([C:41]2[CH:46]=[CH:45][CH:44]=[CH:43][CH:42]=2)[CH:18]=1 |f:2.3|. Reported procedure: The title compound was prepared in analogy to example 1, from (6-chloro-4-phenyl-pyridazin-3-yl)-methyl-amine and 3-methanesulfonyl-5-trifluoromethyl-benzoic acid (example 1, intermediate d) after a reaction time of 18 hours and using a gradient of n-heptane:ethyl acetate (100:0 to 30:70) for the chromatographic purification. Another purification step using preparative HPLC (Gemini NX column) with a gradient of methanol:water with 0.05% formic acid (80:20 to 98:2) gave the desired compound as a ... Reactants: C(C1=CC=CC=C1)NCCO (2-Benzylaminoethanol), Cl.ClCCNCC1=CC=CC=C1 (N-(2-chloroethyl)-N-benzylamine hydrochloride), Cl.C(C1=CC=CC=C1)NCCNC1=C(C=CC=C1)C (N-benzyl-N'-(2-methylphenyl)-1,2-diaminoethane hydrochloride), BrC(C(=O)N)CBr (2,3-dibromopropionamide), Cl.C(C1=CC=CC=C1)NCCNC1=C(C=CC=C1)C (N-benzyl-N'-(2-methylphenyl)-1,2-diaminoethane hydrochloride), Cl.ClCCNCC1=CC=CC=C1 (N-(2-chloroethyl)-N-benzylamine hydrochloride), S(=O)(Cl)Cl (thionyl chloride), NC=1C(=CC=CC1)C (o-toluidine). As a reaction SMILES: C(NCCO)C1C=CC=CC=1.Cl.ClCCNCC1C=CC=CC=1.S(Cl)(Cl)=O.Cl.[CH2:29]([NH:36][CH2:37][CH2:38][NH:39][C:40]1[CH:45]=[CH:44][CH:43]=[CH:42][C:41]=1[CH3:46])[C:30]1[CH:35]=[CH:34][CH:33]=[CH:32][CH:31]=1.NC1C(C)=CC=CC=1.Br[CH:56]([CH2:60]Br)[C:57]([NH2:59])=[O:58]>>[CH2:29]([N:36]1[CH2:37][CH2:38][N:39]([C:40]2[CH:45]=[CH:44][CH:43]=[CH:42][C:41]=2[CH3:46])[CH2:60][CH:56]1[C:57]([NH2:59])=[O:58])[C:30]1[CH:31]=[CH:32][CH:33]=[CH:34][CH:35]=1 |f:1.2,4.5|. Product: C(C1=CC=CC=C1)N1C(CN(CC1)C1=C(C=CC=C1)C)C(=O)N (1-benzyl-4-(2-methylphenyl)piperazine-2-carboxamide). Reported procedure: 2-Benzylaminoethanol (18.8 ml, 20 g, 0.13 mol) was converted to N-(2-chloroethyl)-N-benzylamine hydrochloride with thionyl chloride (19 ml, 31 g, 0.26 mol) according to the procedure described in J. Chem. Soc. 1955, 896. N-(2-chloroethyl)-N-benzylamine hydrochloride (4.0 g, 19 mmol) was converted to N-benzyl-N'-(2-methylphenyl)-1,2-diaminoethane hydrochloride by the procedure of Syn. Comm. 18, 45-50 (1988), using o-toluidine (6.1 ml, 6.1 g, 57 mmol) in place of aniline. 1-benzyl-4-(2-methylpheny...